From a dataset of the Open Reaction Database (ORD), a public repository of structured organic reaction records. describe an organic reaction: reactants, conditions, products, and yield Solvent: O1CCCC1 (tetrahydrofuran), O1CCCC1 (tetrahydrofuran), CCCCCC (n-hexane). Product: [Si](C)(C)(C(C)(C)C)C(C)(O)C1C2CCCC(N2C1=O)(C)C ((6RS,7SR)-7-[(SR)-1-(tert-Butyldimethylsilyl)-1-hydroxyethyl]-2,2-dimethyl-1-azabicyclo[4.2.0]octan-8-one). The reactants are C(CCC)[Li] (n-butyllithium), CC1(N2C(CC2CCC1)=O)C ((6RS)-2,2-dimethyl-1-azabicyclo[4.2.0]octan-8-one), C(C)(C)[N-]C(C)C.[Li+] (lithium diisopropylamide), solution, [Si](C)(C)(C(C)(C)C)C(=O)C (methyl tert-butyldimethylsilyl ketone), saturated aqueous solution, [Cl-].[NH4+] (ammonium chloride), C(C)(C)NC(C)C (diisopropylamine), enolate. Reaction SMILES: [CH3:1][C:2]1([CH3:11])[CH2:9][CH2:8][CH2:7][CH:6]2[N:3]1[C:4](=[O:10])[CH2:5]2.C([N-]C(C)C)(C)C.[Li+].C(NC(C)C)(C)C.C([Li])CCC.[Si:32]([C:39]([CH3:41])=[O:40])([C:35]([CH3:38])([CH3:37])[CH3:36])([CH3:34])[CH3:33].[Cl-].[NH4+]>O1CCCC1.CCCCCC>[Si:32]([C:39]([CH:5]1[C:4](=[O:10])[N:3]2[CH:6]1[CH2:7][CH2:8][CH2:9][C:2]2([CH3:11])[CH3:1])([OH:40])[CH3:41])([C:35]([CH3:38])([CH3:37])[CH3:36])([CH3:34])[CH3:33] |f:1.2,6.7|. Reported procedure: A solution of (6RS)-2,2-dimethyl-1-azabicyclo[4.2.0]octan-8-one (104 mg, 0.671 mmol) in 1 ml of tetrahydrofuran is added to a solution of lithium diisopropylamide (0.705 mmol made from 99 μl of diisopropylamine and 320 ml of a 2.2M solution of n-butyllithium in n-hexane) in 4 ml of tetrahydrofuran at -78° C. The enolate solution is aged for a period of 12 minutes and then methyl tert-butyldimethylsilyl ketone is added and stirring is continued for a period of 19 minutes. The reaction mixture is ... Conditions: time 19 minute. The reactants are Cc1cc(OCc2c(C(C)C)cnn2-c2c(Cl)cccc2Cl)ccc1NC(=O)OC(C)(C)C, [H-], CI, [Na+], CN(C)C=O. Product: Cc1cc(OCc2c(C(C)C)cnn2-c2c(Cl)cccc2Cl)ccc1N(C)C(=O)OC(C)(C)C. Reaction SMILES: [C:1]([CH3:2])([CH3:3])([CH3:4])[O:5][C:6]([NH:7][c:8]1[c:9]([CH3:32])[cH:10][c:11]([O:14][CH2:15][c:16]2[n:17](-[c:24]3[c:25]([Cl:31])[cH:26][cH:27][cH:28][c:29]3[Cl:30])[n:18][cH:19][c:20]2[CH:21]([CH3:22])[CH3:23])[cH:12][cH:13]1)=[O:33].[H-:34].[I:36][CH3:37].[Na+:35].[O:38]=[CH:39][N:40]([CH3:41])[CH3:42]>>[C:1]([CH3:2])([CH3:3])([CH3:4])[O:5][C:6]([N:7]([c:8]1[c:9]([CH3:32])[cH:10][c:11]([O:14][CH2:15][c:16]2[n:17](-[c:24]3[c:25]([Cl:31])[cH:26][cH:27][cH:28][c:29]3[Cl:30])[n:18][cH:19][c:20]2[CH:21]([CH3:22])[CH3:23])[cH:12][cH:13]1)[CH3:37])=[O:33]. The reactants are C1CCOC1, CCN(C(C)C)C(C)C, Cc1ccc(F)cc1C1NC(=O)CC(c2cc(Cl)ccc2OC(C)(C)C(=O)O)C12C(=O)Nc1cc(Cl)ccc12, N#CN, On1nnc2ccccc21. Yields the product Cc1ccc(F)cc1C1NC(=O)CC(c2cc(Cl)ccc2OC(C)(C)C(=O)NC#N)C12C(=O)Nc1cc(Cl)ccc12. As a reaction SMILES: [CH2:62]1[O:63][CH2:64][CH2:65][CH2:66]1.[CH:50]([N:51]([CH2:52][CH3:53])[CH:54]([CH3:55])[CH3:56])([CH3:57])[CH3:58].[Cl:1][c:2]1[cH:3][cH:4][c:5]2[c:9]([cH:10]1)[NH:8][C:7](=[O:11])[C:6]21[CH:12]([c:32]2[c:33]([CH3:39])[cH:34][cH:35][c:36]([F:38])[cH:37]2)[NH:13][C:14](=[O:31])[CH2:15][CH:16]1[c:17]1[c:18]([O:24][C:25]([CH3:26])([CH3:27])[C:28](=[O:29])[OH:30])[cH:19][cH:20][c:21]([Cl:23])[cH:22]1.[NH2:59][C:60]#[N:61].[OH:40][n:41]1[c:42]2[c:43]([cH:44][cH:45][cH:46][cH:47]2)[n:48][n:49]1>>[Cl:1][c:2]1[cH:3][cH:4][c:5]2[c:9]([cH:10]1)[NH:8][C:7](=[O:11])[C:6]21[CH:12]([c:32]2[c:33]([CH3:39])[cH:34][cH:35][c:36]([F:38])[cH:37]2)[NH:13][C:14](=[O:31])[CH2:15][CH:16]1[c:17]1[c:18]([O:24][C:25]([CH3:26])([CH3:27])[C:28](=[O:29])[NH:61][C:60]#[N:59])[cH:19][cH:20][c:21]([Cl:23])[cH:22]1. Reactants: CO (methanol), Monomer, C(C)OC(C)OC1=CC=C(C=C)C=C1 (4-(1-ethoxyethoxy)styrene), O (water), CO (methanol). The reagents and catalysts are O.O.C(C(=O)O)(=O)O (oxalic acid dihydrate). Run in C1=CC2=CC=CC3=CC=CC1=C23 (acenaphthylene), CC1=CC=C(C=C)C=C1 (4-methylstyrene), N(=NC(C(=O)OC)(C)C)C(C(=O)OC)(C)C (dimethyl 2,2′-azobis(2-methylpropionate)), COCC(C)O (propylene glycol monomethyl ether). Run at temperature 80 celsius, time 20 hour. Product: OC=CC1=CC=CC=C1 (hydroxystyrene). Yield: 136.9%. RXN SMILES: C[OH:2].O.C(OC(O[C:10]1[CH:17]=[CH:16][C:13]([CH:14]=[CH2:15])=[CH:12][CH:11]=1)C)C>C1C2=C3C(=CC=C2)C=CC=C3C=1.CC1C=CC(C=C)=CC=1.N(C(C)(C)C(OC)=O)=NC(C)(C)C(OC)=O.COCC(O)C.O.O.C(O)(=O)C(O)=O>[OH:2][CH:15]=[CH:14][C:13]1[CH:16]=[CH:17][CH:10]=[CH:11][CH:12]=1 |f:7.8.9|. Procedure details: In a 500-mL dropping funnel under nitrogen blanket, a solution was prepared by dissolving 76.0 g of 4-(1-ethoxyethoxy)styrene, 8.6 g of acenaphthylene, 12.7 g of 4-methylstyrene, 2.7 g of Monomer Z-1, and 10.4 g of dimethyl 2,2′-azobis(2-methylpropionate) (V601, Wako Pure Chemical Industries, Ltd.) in 112 g of propylene glycol monomethyl ether (PGME) as a solvent. A 500-mL polymerization flask was purged with nitrogen, charged with 75 g of PGME, and heated at 80° C., after which the solution was... The reactants are C1N(CCC=2CCCCC12)CC=1C(=NC(=NC1)C)N (5-(3,4,5,6,7,8-hexahydro-1H-isoquinolin-2-ylmethyl)-2-methyl-pyrimidin-4-ylamine), Cl (hydrochloric acid). Run in C(C)O (ethanol). Yields the product Cl.Cl.C1N(CCC=2CCCCC12)CC=1C(=NC(=NC1)C)N (5-(3,4,5,6,7,8-hexahydro-1H-isoquinolin-2-ylmethyl)-2-methyl-pyrimidin-4-ylamine dihydrochloride). Yield: 96.9%. Reaction SMILES: [CH2:1]1[C:10]2[CH2:9][CH2:8][CH2:7][CH2:6][C:5]=2[CH2:4][CH2:3][N:2]1[CH2:11][C:12]1[C:13]([NH2:19])=[N:14][C:15]([CH3:18])=[N:16][CH:17]=1.[ClH:20]>C(O)C>[ClH:20].[ClH:20].[CH2:1]1[C:10]2[CH2:9][CH2:8][CH2:7][CH2:6][C:5]=2[CH2:4][CH2:3][N:2]1[CH2:11][C:12]1[C:13]([NH2:19])=[N:14][C:15]([CH3:18])=[N:16][CH:17]=1 |f:3.4.5|. Procedure: A solution of 1.74 g (0.00673 mol) of 5-(3,4,5,6,7,8-hexahydro-1H-isoquinolin-2-ylmethyl)-2-methyl-pyrimidin-4-ylamine in 40 ml of ethanol was treated with 3.85 ml (0.0135 mol) of 3.5N ethanolic hydrochloric acid. The solution was completely freed from the solvents and the residue was recrystallized from methanol/diethyl ether. 2.16 g (97%) of 5-(3,4,5,6,7,8-hexahydro-1H-isoquinolin-2-ylmethyl)-2-methyl-pyrimidin-4-ylamine dihydrochloride were obtained as white crystals; m.p. 248°-250°. Procedure: The title compound was prepared using the procedure of Example 1 (i, ii, iii, iv [Method B]) replacing methyl 3-(2 -thienyl) propanoate with methyl 3-(2-thienyl)heptanoate; mp 161°-163° C. The product is C(CCC)C=1N(C(=CN1)/C=C(/C(=O)O)\C(CCCC)C=1SC=CC1)CC1=C(C=CC=C1)Cl ((E)-3-[2-n-Butyl-1-{(2-chlorophenyl)methyl}-1H-imidazol-5-yl]-2-{1-(2-thienyl)pentyl}-2-propenoic Acid). Reaction SMILES: ClC1C=CC=CC=1CN1C(CC(O)=O)=CN=C1SCCC.ClC1C=CC=CC=1CN1C(/C=C(\CC2SC=CC=2)/C(O)=O)=CN=C1SCCC.[CH2:50]([C:54]1[N:55]([CH2:71][C:72]2[CH:77]=[CH:76][CH:75]=[CH:74][C:73]=2[Cl:78])[C:56](/[C:59](/C)=C(\C2C=CN=CC=2)/C(O)=O)=[CH:57][N:58]=1)[CH2:51][CH2:52][CH3:53].[S:79]1[CH:83]=[CH:82][CH:81]=[C:80]1[CH:84]([CH2:90][CH2:91][CH2:92][CH3:93])[CH2:85][C:86]([O:88]C)=[O:87]>>[CH2:50]([C:54]1[N:55]([CH2:71][C:72]2[CH:77]=[CH:76][CH:75]=[CH:74][C:73]=2[Cl:78])[C:56](/[CH:59]=[C:85](\[CH:84]([C:80]2[S:79][CH:83]=[CH:82][CH:81]=2)[CH2:90][CH2:91][CH2:92][CH3:93])/[C:86]([OH:88])=[O:87])=[CH:57][N:58]=1)[CH2:51][CH2:52][CH3:53]. Reactants: ClC1=C(C=CC=C1)CN1C(=NC=C1CC(=O)O)SCCC (1-(2-chlorophenyl)methyl-5-carboxymethyl-2-propylthio-1H-imidazole), S1C(=CC=C1)C(CC(=O)OC)CCCC (methyl 3-(2-thienyl)heptanoate), ClC1=C(C=CC=C1)CN1C(=NC=C1/C=C(/C(=O)O)\CC=1SC=CC1)SCCC (E-3-[1-(2-chlorophenyl)methyl-2-propylthio-1H-imidazol-5-yl]-2-(2-thienyl)methyl-2-propenoic acid), C(CCC)C=1N(C(=CN1)/C(=C(/C(=O)O)\C1=CC=NC=C1)/C)CC1=C(C=CC=C1)Cl ((E)-3-[2-n-butyl-1-{(2-chlorophenyl)methyl}-1H-imidazol-5-yl]-2-(4-pyridyl)-methyl-2-propenoic acid). Yield: 74.6%. Reaction conditions: temperature 100 celsius, time 8 hour. As a reaction SMILES: [C:1]([C:3]1[CH:8]=[CH:7][C:6]([C:9]2[N:14]=[C:13]([NH:15][CH3:16])[N:12]=[C:11]([N:17]3[C@H:22]([C:23]([F:26])([F:25])[F:24])[CH2:21][CH2:20][C@H:19]([C:27]([NH:29][CH:30]4[CH2:35][CH2:34][CH2:33][CH2:32][CH2:31]4)=O)[CH2:18]3)[CH:10]=2)=[CH:5][C:4]=1F)#[N:2].[OH2:37].[NH2:38][NH2:39].CCOC(C)=O>C(O)C>[NH2:2][C:1]1[C:3]2[C:4](=[CH:5][C:6]([C:9]3[N:14]=[C:13]([NH:15][CH3:16])[N:12]=[C:11]([N:17]4[C@H:22]([C:23]([F:26])([F:25])[F:24])[CH2:21][CH2:20][C@H:19]([C:27]([NH:29][CH:30]5[CH2:35][CH2:34][CH2:33][CH2:32][CH2:31]5)=[O:37])[CH2:18]4)[CH:10]=3)=[CH:7][CH:8]=2)[NH:39][N:38]=1 |f:1.2|. The reactants are C(#N)C1=C(C=C(C=C1)C1=CC(=NC(=N1)NC)N1C[C@H](CC[C@H]1C(F)(F)F)C(=O)NC1CCCCC1)F (cis-1-[6-(4-cyano-3-fluorophenyl)-2-(methylamino)-4-pyrimidinyl]-N-cyclohexyl-6-(trifluoromethyl)-3-piperidinecarboxamide), O.NN (hydrazine monohydrate), CCOC(=O)C (EtOAc). Solvent: C(C)O (ethanol). Procedure details: To cis-1-[6-(4-cyano-3-fluorophenyl)-2-(methylamino)-4-pyrimidinyl]-N-cyclohexyl-6-(trifluoromethyl)-3-piperidinecarboxamide (152 mg, 0.301 mmol) in ethanol (6 mL) was added hydrazine monohydrate (0.4 mL, 8.16 mmol), and the reaction mixture was stirred overnight at 100° C. into a sealed tube. The reaction was allowed to cool to room temperature and poured onto water and EtOAc. The organic layer was separated, and the aqueous layer was further extracted with EtOAc. The combined organic layers we... The product is NC1=NNC2=CC(=CC=C12)C1=CC(=NC(=N1)NC)N1C[C@H](CC[C@H]1C(F)(F)F)C(=O)NC1CCCCC1 (Cis-1-[6-(3-Amino-1H-indazol-6-yl)-2-(methylamino)-4-pyrimidinyl]-N-cyclohexyl-6-(trifluoromethyl)-3-piperidinecarboxamide). The reactants are C(=O)NC1=CC=CC=C1 (formanilide), [H-].[Na+] (sodium hydride), [Na] (sodium), ClC1=C(C=C(C=C1)[N+](=O)[O-])C(F)(F)F (2-chloro-5-nitrobenzotrifluoride). The solvent is CN(C=O)C (dimethylformamide). Conditions: temperature 155 celsius. The product is C1=CC=C(C=C1)NC2=CC=C(C=C2)[N+](=O)[O-] (4-nitrodiphenylamine). RXN SMILES: C([NH:3][C:4]1[CH:9]=[CH:8][CH:7]=[CH:6][CH:5]=1)=O.[H-].[Na+].[Na].Cl[C:14]1[CH:19]=[CH:18][C:17]([N+:20]([O-:22])=[O:21])=[CH:16][C:15]=1C(F)(F)F>CN(C)C=O>[CH:7]1[CH:8]=[CH:9][C:4]([NH:3][C:14]2[CH:15]=[CH:16][C:17]([N+:20]([O-:22])=[O:21])=[CH:18][CH:19]=2)=[CH:5][CH:6]=1 |f:1.2,^1:11|. Reported procedure: the formanilide is treated with a one-molar equivalent of sodium hydride in dimethylformamide and the resulting solution of the sodium salt is treated with 2-chloro-5-nitrobenzotrifluoride (U.S. Pat. No. 3,657,350) at an elevated temperature (e.g., 155° C., reflux), to give the 4-nitrodiphenylamine (J. Organic Chemistry, 42, 1786 (1977) and references therein). The reactants are B, C1CCOC1, COc1ccc2nccc(C(O)CC(=O)NCC3CN(c4ccc5c(c4)OCCO5)C(=O)O3)c2n1. The product is COc1ccc2nccc(C(O)CCNCC3CN(c4ccc5c(c4)OCCO5)C(=O)O3)c2n1. Reaction SMILES: [BH3:36].[CH2:37]1[O:38][CH2:39][CH2:40][CH2:41]1.[O:1]1[CH2:2][CH2:3][O:4][c:5]2[c:6]1[cH:7][cH:8][c:9]([N:11]1[C:12](=[O:35])[O:13][CH:14]([CH2:16][NH:17][C:18]([CH2:19][CH:20]([c:21]3[cH:22][cH:23][n:24][c:25]4[cH:26][cH:27][c:28]([O:31][CH3:32])[n:29][c:30]34)[OH:33])=[O:34])[CH2:15]1)[cH:10]2>>[O:1]1[CH2:2][CH2:3][O:4][c:5]2[c:6]1[cH:7][cH:8][c:9]([N:11]1[C:12](=[O:35])[O:13][CH:14]([CH2:16][NH:17][CH2:18][CH2:19][CH:20]([c:21]3[cH:22][cH:23][n:24][c:25]4[cH:26][cH:27][c:28]([O:31][CH3:32])[n:29][c:30]34)[OH:33])[CH2:15]1)[cH:10]2. Reactants: CCOC(=O)c1coc(NC(C)C)n1, CCO, Cl, [Na+], [OH-], O. The product is CC(C)Nc1nc(C(=O)O)co1. Reaction SMILES: [CH2:1]([CH3:2])[O:3][C:4](=[O:5])[c:6]1[n:7][c:8]([NH:11][CH:12]([CH3:13])[CH3:14])[o:9][cH:10]1.[CH3:18][CH2:19][OH:20].[ClH:17].[Na+:16].[OH-:15].[OH2:21]>>[O:3]=[C:4]([OH:5])[c:6]1[n:7][c:8]([NH:11][CH:12]([CH3:13])[CH3:14])[o:9][cH:10]1.